From a dataset of the Open Reaction Database (ORD), a public repository of structured organic reaction records. describe an organic reaction: reactants, conditions, products, and yield The reactants are CC(C)(C)OC(=O)N1CCC(NC2CCCc3cccnc32)CC1, Cc1cnc(C=O)c(C)c1, ClCCl. Product: Cc1cnc(CN(C2CCN(C(=O)OC(C)(C)C)CC2)C2CCCc3cccnc32)c(C)c1. RXN SMILES: [C:1]([CH3:2])([CH3:3])([CH3:4])[O:5][C:6](=[O:7])[N:8]1[CH2:9][CH2:10][CH:11]([NH:14][CH:15]2[CH2:16][CH2:17][CH2:18][c:19]3[cH:20][cH:21][cH:22][n:23][c:24]32)[CH2:12][CH2:13]1.[CH3:25][c:26]1[c:27]([CH:33]=[O:34])[n:28][cH:29][c:30]([CH3:32])[cH:31]1.[Cl:35][CH2:36][Cl:37]>>[C:1]([CH3:2])([CH3:3])([CH3:4])[O:5][C:6](=[O:7])[N:8]1[CH2:9][CH2:10][CH:11]([N:14]([CH:15]2[CH2:16][CH2:17][CH2:18][c:19]3[cH:20][cH:21][cH:22][n:23][c:24]32)[CH2:33][c:27]2[c:26]([CH3:25])[cH:31][c:30]([CH3:32])[cH:29][n:28]2)[CH2:12][CH2:13]1. The reactants are O (water), O (water), ClC=1C(C(=C(C(C1Cl)=O)C#N)C#N)=O (2,3-dichloro-5,6-dicyano-1,4-benzoquinone), C(#N)C1=CC2=C(OC(C=C2N2C(C=C(C=C2)CCCCOCC2=CC=C(C=C2)OC)=O)(C)C)C=C1 (6-cyano-2,2-dimethyl-4-{1,2-dihydro-2-oxo-4-(4-p-methoxybenzyloxybutyl)-1pyridinyl-}-2H-benzo[b]pyran). The solvent is C(Cl)Cl (methylene chloride). Product: C(#N)C1=CC2=C(OC(C=C2N2C(C=C(C=C2)CCCCO)=O)(C)C)C=C1 (6-cyano-2,2-dimethyl-4-{1,2-dihydro-2-oxo-4-(4-hydroxybutyl)-1-pyridinyl}-2H-benzo[b]pyran). Isolated yield 92.7%. RXN SMILES: [C:1]([C:3]1[CH:35]=[CH:34][C:6]2[O:7][C:8]([CH3:33])([CH3:32])[CH:9]=[C:10]([N:11]3[CH:16]=[CH:15][C:14]([CH2:17][CH2:18][CH2:19][CH2:20][O:21]CC4C=CC(OC)=CC=4)=[CH:13][C:12]3=[O:31])[C:5]=2[CH:4]=1)#[N:2].O.ClC1C(=O)C(C#N)=C(C#N)C(=O)C=1Cl>C(Cl)Cl>[C:1]([C:3]1[CH:35]=[CH:34][C:6]2[O:7][C:8]([CH3:32])([CH3:33])[CH:9]=[C:10]([N:11]3[CH:16]=[CH:15][C:14]([CH2:17][CH2:18][CH2:19][CH2:20][OH:21])=[CH:13][C:12]3=[O:31])[C:5]=2[CH:4]=1)#[N:2]. Procedure details: In 24 ml of methylene chloride, is dissolved 1.13 g of 6-cyano-2,2-dimethyl-4-{2-oxo-4-(4-p-methoxybenzyloxybutyl)-1-pyridinyl}-2H-benzo[b]pyran obtained in Example 46. Then, 1.33 ml of water is added. Then, 0.82 g of 2,3-dichloro-5,6-dicyano-1,4-benzoquinone is added at room temperature and the resulting mixture is reacted at that temperature for 40 minutes. After stopping the reaction by adding water, the reaction mixture is extracted with methylene chloride. The organic layer is washed succes... The reactants are COC=1C=C(C=CC1OC)CCNC(C(=CO)C1=CC=2CCCCC2C=C1)=O (N-[2-(3,4-dimethoxyphenyl)ethyl]-3-hydroxy-2-(5,6,7,8-tetrahydronaphthalen-2-yl)acrylamide), ClCC#C (3-chloropropyne), C([O-])([O-])=O.[K+].[K+] (potassium carbonate), CN(C=O)C (N,N-dimethylformamide). The solvent is O (Water). Yields the product COC=1C=C(C=CC1OC)CCNC(C(=COCC#C)C1=CC=2CCCCC2C=C1)=O (N-[2-(3,4-dimethoxyphenyl)ethyl]-3-(2-propynyloxy)-2-(5,6,7,8-tetrahydronaphthalen-2-yl)acrylamide). Isolated yield 63.0%. RXN SMILES: [CH3:1][O:2][C:3]1[CH:4]=[C:5]([CH2:11][CH2:12][NH:13][C:14](=[O:28])[C:15]([C:18]2[CH:27]=[CH:26][C:25]3[CH2:24][CH2:23][CH2:22][CH2:21][C:20]=3[CH:19]=2)=[CH:16][OH:17])[CH:6]=[CH:7][C:8]=1[O:9][CH3:10].Cl[CH2:30][C:31]#[CH:32].C(=O)([O-])[O-].[K+].[K+].CN(C)C=O>O>[CH3:1][O:2][C:3]1[CH:4]=[C:5]([CH2:11][CH2:12][NH:13][C:14](=[O:28])[C:15]([C:18]2[CH:27]=[CH:26][C:25]3[CH2:24][CH2:23][CH2:22][CH2:21][C:20]=3[CH:19]=2)=[CH:16][O:17][CH2:32][C:31]#[CH:30])[CH:6]=[CH:7][C:8]=1[O:9][CH3:10] |f:2.3.4|. Reported procedure: Six hundred milligrams (600 mg) of N-[2-(3,4-dimethoxyphenyl)ethyl]-3-hydroxy-2-(5,6,7,8-tetrahydronaphthalen-2-yl)acrylamide (1.57 mmol), 0.14 g (1.89 mmol) of 3-chloropropyne, 280 mg (2.05 mmol) of potassium carbonate and 10 ml of anhydrous N,N-dimethylformamide were mixed and stirred at room temperature. Water was added to the reaction mixture, which was followed by extracted with ethyl acetate, washed with 5% hydrochrolic acid and saturated brine subsequently, dried over anhydrous magnesium ... The reactants are COC=1C=C(C=CC1)CC#N (3-methoxyphenylacetonitrile), C(C)I (ethyl iodide), C(C1=CC=CC=C1)Br (benzyl bromide). The product is C(C1=CC=CC=C1)C(C#N)(CC)C1=CC(=CC=C1)OC (2-benzyl-2-(3-methoxyphenyl)butyronitrile). Yield: 20.0%. Reaction SMILES: [CH3:1][O:2][C:3]1[CH:4]=[C:5]([CH2:9][C:10]#[N:11])[CH:6]=[CH:7][CH:8]=1.[CH2:12](I)[CH3:13].[CH2:15](Br)[C:16]1[CH:21]=[CH:20][CH:19]=[CH:18][CH:17]=1>>[CH2:15]([C:9]([C:5]1[CH:6]=[CH:7][CH:8]=[C:3]([O:2][CH3:1])[CH:4]=1)([CH2:12][CH3:13])[C:10]#[N:11])[C:16]1[CH:21]=[CH:20][CH:19]=[CH:18][CH:17]=1. Reported procedure: The procedures described in the portion of Example 1 which is concerned with the preparation of starting materials were repeated except that 3-methoxyphenylacetonitrile was alkylated in turn with ethyl iodide and benzyl bromide. The 2-benzyl-2-(3-methoxyphenyl)butyronitrile so obtained was treated with boron tribromide to give the required starting material in an overall yield of 20% as a gum. As a reaction SMILES: [CH3:1][C:2]1=[C:7]([C:8](=[O:9])[O:10][CH3:11])[CH:6]([c:12]2[cH:13][c:14]3[c:15]([cH:16][cH:17]2)[O:18][CH2:19][O:20]3)[C:5]([C:21](=[O:22])[O:23][CH3:24])=[C:4]([CH3:25])[NH:3]1.[CH:32]([Cl:33])([Cl:34])[Cl:35].[cH:26]1[cH:27][cH:28][n:29][cH:30][cH:31]1>>[C:2]12=[C:7]([CH:6]([c:12]3[cH:13][c:14]4[c:15]([cH:16][cH:17]3)[O:18][CH2:19][O:20]4)[C:5]([C:21](=[O:22])[O:23][CH3:24])=[C:4]([CH3:25])[NH:3]1)[C:8](=[O:9])[O:10][CH2:11]2. The reactants are COC(=O)C1=C(C)NC(C)=C(C(=O)OC)C1c1ccc2c(c1)OCO2, ClC(Cl)Cl, c1ccncc1. Yields the product COC(=O)C1=C(C)NC2=C(C(=O)OC2)C1c1ccc2c(c1)OCO2. The reactants are O=C(Cl)CCc1ccccc1, ClCCl, COc1cc(-c2cn(C3CCC(=O)CC3)c3ncnc(N)c23)ccc1N, c1ccncc1. Product: COc1cc(-c2cn(C3CCC(=O)CC3)c3ncnc(N)c23)ccc1NC(=O)CCc1ccccc1. As a reaction SMILES: [C:27]([CH2:28][CH2:29][c:30]1[cH:31][cH:32][cH:33][cH:34][cH:35]1)(=[O:36])[Cl:37].[Cl:44][CH2:45][Cl:46].[NH2:1][c:2]1[c:3]2[c:4]([n:5][cH:6][n:7]1)[n:8]([CH:20]1[CH2:21][CH2:22][C:23](=[O:26])[CH2:24][CH2:25]1)[cH:9][c:10]2-[c:11]1[cH:12][c:13]([O:18][CH3:19])[c:14]([NH2:17])[cH:15][cH:16]1.[cH:38]1[cH:39][cH:40][n:41][cH:42][cH:43]1>>[NH2:1][c:2]1[c:3]2[c:4]([n:5][cH:6][n:7]1)[n:8]([CH:20]1[CH2:21][CH2:22][C:23](=[O:26])[CH2:24][CH2:25]1)[cH:9][c:10]2-[c:11]1[cH:12][c:13]([O:18][CH3:19])[c:14]([NH:17][C:27]([CH2:28][CH2:29][c:30]2[cH:31][cH:32][cH:33][cH:34][cH:35]2)=[O:36])[cH:15][cH:16]1. Starting materials: COC(C1=C(C(=CC(=C1C)OC)O[Si](C(C(C)C)(C)C)(C)C)CSC[C@@H](C1=NC(=NO1)C)NC#N)=O ((R)-3-[dimethyl -(1,1,2-trimethyl-propyl)-silanyloxy]-2-[2-cyanoamino-2-(3-methyl-1,2,4-oxadiazol-5-yl) -ethylsulfanylmethyl]-5-methoxy-6-methyl-benzoic acid methyl ester), OCC(C)=O (hydroxyacetone), [OH-].[Na+] (sodium hydroxide). The solvent is O1CCCC1 (tetrahydrofuran), O (water). Run at temperature 40 celsius, time 12 hour. The product is COC(C1=C(C(=CC(=C1C)OC)O)CSC[C@H](NC=1OC=C(N1)C)C1=NC(=NO1)C)=O ((R)-3-hydroxy-5-methoxy-6-methyl-2-[2-(3-methyl-1,2,4-oxadiazol -5-yl)-2-(4-methyl-oxazol-2-ylamino)-ethylsulfanylmethyl]-benzoic acid methyl ester). As a reaction SMILES: [CH3:1][O:2][C:3](=[O:36])[C:4]1[C:9]([CH3:10])=[C:8]([O:11][CH3:12])[CH:7]=[C:6]([O:13][Si](C)(C)C(C)(C)C(C)C)[C:5]=1[CH2:23][S:24][CH2:25][C@H:26]([NH:33][C:34]#[N:35])[C:27]1[O:31][N:30]=[C:29]([CH3:32])[N:28]=1.[OH:37][CH2:38][C:39](=O)[CH3:40].[OH-].[Na+]>O1CCCC1.O>[CH3:1][O:2][C:3](=[O:36])[C:4]1[C:9]([CH3:10])=[C:8]([O:11][CH3:12])[CH:7]=[C:6]([OH:13])[C:5]=1[CH2:23][S:24][CH2:25][C@@H:26]([C:27]1[O:31][N:30]=[C:29]([CH3:32])[N:28]=1)[NH:33][C:34]1[O:37][CH:38]=[C:39]([CH3:40])[N:35]=1 |f:2.3|. Reported procedure: To a stirred solution of 260 mg of (R)-3-[dimethyl -(1,1,2-trimethyl-propyl)-silanyloxy]-2-[2-cyanoamino-2-(3-methyl-1,2,4-oxadiazol-5-yl) -ethylsulfanylmethyl]-5-methoxy-6-methyl-benzoic acid methyl ester in 50 ml of tetrahydrofuran were added 0.1 ml of 25% aqueous hydroxyacetone and 0.09 ml of 1N sodium hydroxide solution. The suspension was stirred for 12 h at 40° C. After cooling, the mixture was diluted with 100 ml water and subsequently extracted with 200 ml ethyl acetate. The organic laye... Reactants: N#Cc1cc(F)cc(Cl)c1, O, O=S(=O)(O)O. Yields the product NC(=O)c1cc(F)cc(Cl)c1. Reaction SMILES: [Cl:6][c:7]1[cH:8][c:9]([C:10]#[N:11])[cH:12][c:13]([F:15])[cH:14]1.[OH2:16].[S:1]([OH:2])(=[O:3])(=[O:4])[OH:5]>>[O:2]=[C:10]([c:9]1[cH:8][c:7]([Cl:6])[cH:14][c:13]([F:15])[cH:12]1)[NH2:11]. The reactants are Oc1ccc(Br)nc1, O=C([O-])[O-], CC(C)(C)OC(=O)N1CC(I)C1, [Cs+], [Cs+], CN(C)C=O. Yields the product CC(C)(C)OC(=O)N1CC(Oc2ccc(Br)nc2)C1. Reaction SMILES: [Br:1][c:2]1[cH:3][cH:4][c:5]([OH:8])[cH:6][n:7]1.[C:21](=[O:22])([O-:23])[O-:24].[C:9]([CH3:10])([CH3:11])([CH3:12])[O:13][C:14](=[O:15])[N:16]1[CH2:17][CH:18]([I:20])[CH2:19]1.[Cs+:25].[Cs+:26].[O:27]=[CH:28][N:29]([CH3:30])[CH3:31]>>[Br:1][c:2]1[cH:3][cH:4][c:5]([O:8][CH:18]2[CH2:17][N:16]([C:14]([O:13][C:9]([CH3:10])([CH3:11])[CH3:12])=[O:15])[CH2:19]2)[cH:6][n:7]1. Starting materials: CN1CCCC1=O, Nc1ccc(C2CCC(N3CCOCC3)CC2)cc1, COc1nc(OC)nc(OC(=O)c2cccc3cc(O)ccc23)n1. The product is O=C(Nc1ccc(C2CCC(N3CCOCC3)CC2)cc1)c1cccc2cc(O)ccc12. Reaction SMILES: [CH3:44][N:45]1[CH2:46][CH2:47][CH2:48][C:49]1=[O:50].[O:25]1[CH2:26][CH2:27][N:28]([CH:31]2[CH2:32][CH2:33][CH:34]([c:37]3[cH:38][cH:39][c:40]([NH2:43])[cH:41][cH:42]3)[CH2:35][CH2:36]2)[CH2:29][CH2:30]1.[OH:1][c:2]1[cH:3][c:4]2[cH:5][cH:6][cH:7][c:8]([C:12]([O:14][c:13]3[n:15][c:16]([O:17][CH3:18])[n:19][c:20]([O:21][CH3:22])[n:23]3)=[O:24])[c:9]2[cH:10][cH:11]1>>[OH:1][c:2]1[cH:3][c:4]2[cH:5][cH:6][cH:7][c:8]([C:12](=[O:14])[NH:43][c:40]3[cH:39][cH:38][c:37]([CH:34]4[CH2:33][CH2:32][CH:31]([N:28]5[CH2:27][CH2:26][O:25][CH2:30][CH2:29]5)[CH2:36][CH2:35]4)[cH:42][cH:41]3)[c:9]2[cH:10][cH:11]1.